Dataset: the Open Reaction Database (ORD), a public repository of structured organic reaction records. Task: describe an organic reaction: reactants, conditions, products, and yield Starting materials: COC=1C=C(C=C(C1OC)OC)C(=O)C#CCNS(=O)(=O)C1=CC=C(C=C1)OC (3-(p-methoxyphenylsulfonylamino)-1-propinyl 3,4,5-trimethoxy-phenyl ketone), Br (HBr), C(=O)(O)[O-].[Na+] (NaHCO3), C(C)(=O)OCC (ethyl acetate). Run in C(Cl)Cl (CH2Cl2). Conditions: temperature 4 celsius, time 45 minute. Product: BrC=1C=C(N(C1)S(=O)(=O)C1=CC=C(C=C1)OC)C1=CC(=C(C(=C1)OC)OC)OC (4Bromo-1-p-methoxyphenylsulfonyl-2-(3,4,5-trimethoxyphenyl)-pyrrole). Yield: 86.3%. RXN SMILES: [CH3:1][O:2][C:3]1[CH:4]=[C:5]([C:13]([C:15]#[C:16][CH2:17][NH:18][S:19]([C:22]2[CH:27]=[CH:26][C:25]([O:28][CH3:29])=[CH:24][CH:23]=2)(=[O:21])=[O:20])=O)[CH:6]=[C:7]([O:11][CH3:12])[C:8]=1[O:9][CH3:10].[BrH:30].C([O-])(O)=O.[Na+].C(OCC)(=O)C>C(Cl)Cl>[Br:30][C:16]1[CH:15]=[C:13]([C:5]2[CH:4]=[C:3]([O:2][CH3:1])[C:8]([O:9][CH3:10])=[C:7]([O:11][CH3:12])[CH:6]=2)[N:18]([S:19]([C:22]2[CH:27]=[CH:26][C:25]([O:28][CH3:29])=[CH:24][CH:23]=2)(=[O:21])=[O:20])[CH:17]=1 |f:2.3|. Procedure details: To a stirred solution of 3-(p-methoxyphenylsulfonylamino)-1-propinyl 3,4,5-trimethoxy-phenyl ketone (2.02 g, 2.78 mmol, Example 94c) in CH2Cl2 (10 ml) a solution of HBr (732 μl, 1.5 equiv., 33% in acetic acid) is added at 4° C. The reaction mixture is stirred for 45 min at 4° C., and poured onto ice, saturated aqueous NaHCO3 solution and ethyl acetate. The organic layer is dried (MgSO4), the solvents are evaporated and the residue chromatographed on SiO2 with ethyl acetate/hexane (1:3) to yield ...